describe an organic reaction: reactants, conditions, products, and yield From a dataset of the Open Reaction Database (ORD), a public repository of structured organic reaction records. Reactants: C(C)C1C=2N(C3=CC=C(C=C3N1)C(F)(F)F)C=CC2 (4-Ethyl-7-trifluoromethyl -4,5-dihydropyrrolo[1,2-a]quinoxaline), COC1=C(C=C(C=C1)S(=O)(=O)Cl)Cl (4-methoxy-3-chloro benzenesulfonyl chloride). Product: ClC=1C=C(C=CC1OC)S(=O)(=O)N1C(C=2N(C3=CC=C(C=C13)C(F)(F)F)C=CC2)CC (5-[(3-chloro-4-methoxyphenyl)sulfonyl]-4-ethyl-7-(trifluoromethyl)-4,5-dihydropyrrolo[1,2-a]quinoxaline). RXN SMILES: [CH2:1]([CH:3]1[NH:12][C:11]2[C:6](=[CH:7][CH:8]=[C:9]([C:13]([F:16])([F:15])[F:14])[CH:10]=2)[N:5]2[CH:17]=[CH:18][CH:19]=[C:4]12)[CH3:2].[CH3:20][O:21][C:22]1[CH:27]=[CH:26][C:25]([S:28](Cl)(=[O:30])=[O:29])=[CH:24][C:23]=1[Cl:32]>>[Cl:32][C:23]1[CH:24]=[C:25]([S:28]([N:12]2[C:11]3[C:6](=[CH:7][CH:8]=[C:9]([C:13]([F:16])([F:15])[F:14])[CH:10]=3)[N:5]3[CH:17]=[CH:18][CH:19]=[C:4]3[CH:3]2[CH2:1][CH3:2])(=[O:30])=[O:29])[CH:26]=[CH:27][C:22]=1[O:21][CH3:20]. Reported procedure: The title compound was prepared from the product of Example 55, step 1 and 4-methoxy-3-chloro benzenesulfonyl chloride according to the procedure of Example 4 to yield light brown crystals, mp 126-129° C. The reactants are Cc1ccc(C)c(CBr)c1, CC1(C)NN(C2C3CC4CC(C3)CC2C4)C1=O. Yields the product Cc1ccc(C)c(CN2N(C3C4CC5CC(C4)CC3C5)C(=O)C2(C)C)c1. As a reaction SMILES: [CH3:18][c:19]1[c:20]([CH2:21][Br:22])[cH:23][c:24]([CH3:27])[cH:25][cH:26]1.[CH:1]12[CH:2]([N:11]3[NH:12][C:13]([CH3:16])([CH3:17])[C:14]3=[O:15])[CH:3]3[CH2:4][CH:5]([CH2:6][CH:7]([CH2:8]1)[CH2:9]3)[CH2:10]2>>[CH:1]12[CH:2]([N:11]3[N:12]([CH2:21][c:20]4[c:19]([CH3:18])[cH:26][cH:25][c:24]([CH3:27])[cH:23]4)[C:13]([CH3:16])([CH3:17])[C:14]3=[O:15])[CH:3]3[CH2:4][CH:5]([CH2:6][CH:7]([CH2:8]1)[CH2:9]3)[CH2:10]2. As a reaction SMILES: FC(F)(F)S(O[C:7]1[C:12]([N:13]([CH2:18][CH3:19])[S:14]([CH3:17])(=[O:16])=[O:15])=[CH:11][N:10]2[N:20]=[C:21]([C:27]3[CH:32]=[CH:31][C:30]([F:33])=[CH:29][CH:28]=3)[C:22]([C:23](=[O:26])[NH:24][CH3:25])=[C:9]2[CH:8]=1)(=O)=O.[CH3:36][C:37]1[CH:54]=[CH:53][C:40]([C:41]([NH:43][C:44]2([C:47]3[CH:52]=[CH:51][CH:50]=[CH:49][N:48]=3)[CH2:46][CH2:45]2)=[O:42])=[CH:39][C:38]=1B1OC(C)(C)C(C)(C)O1.C(=O)([O-])[O-].[Cs+].[Cs+]>O1CCOCC1.O>[CH2:18]([N:13]([C:12]1[C:7]([C:38]2[CH:39]=[C:40]([C:41](=[O:42])[NH:43][C:44]3([C:47]4[CH:52]=[CH:51][CH:50]=[CH:49][N:48]=4)[CH2:45][CH2:46]3)[CH:53]=[CH:54][C:37]=2[CH3:36])=[CH:8][C:9]2[N:10]([N:20]=[C:21]([C:27]3[CH:32]=[CH:31][C:30]([F:33])=[CH:29][CH:28]=3)[C:22]=2[C:23]([NH:24][CH3:25])=[O:26])[CH:11]=1)[S:14]([CH3:17])(=[O:15])=[O:16])[CH3:19] |f:2.3.4|. The solvent is O1CCOCC1 (1,4-dioxane), O (water). Yields the product C(C)N(S(=O)(=O)C)C=1C(=CC=2N(C1)N=C(C2C(=O)NC)C2=CC=C(C=C2)F)C2=C(C=CC(=C2)C(NC2(CC2)C2=NC=CC=C2)=O)C (6-(N-ethylmethylsulfonamido)-2-(4-fluorophenyl)-N-methyl-5-(2-methyl-5-(1-(pyridin-2-yl)cyclopropylcarbamoyl)phenyl)pyrazolo[1,5-a]pyridine-3-carboxamide). Procedure details: 6-(N-ethylmethylsulfonamido)-2-(4-fluorophenyl)-3-(methylcarbamoyl)pyrazolo[1,5-a]pyridin-5-yl trifluoromethanesulfonate (0.07 g, 0.13 mmol, 1 eq), 4-methyl-N-(1-(pyridin-2-yl)cyclopropyl)-3-(4,4,5,5-tetramethyl-1,3,2-dioxaborolan-2-yl)benzamide (0.054 g, 0.14 mmol, 1.1 eq), tetrakistriphenylphosphine palladium (0.0045 g, 0.0039 mmol, 0.03 eq) and cesium carbonate (0.12 g, 0.39 mmol, 3 eq) were dissolved in 1,4-dioxane (10 ml) and water (2 ml). Nitrogen gas was passed through the solution and th... Starting materials: FC(S(=O)(=O)OC1=CC=2N(C=C1N(S(=O)(=O)C)CC)N=C(C2C(NC)=O)C2=CC=C(C=C2)F)(F)F (6-(N-ethylmethylsulfonamido)-2-(4-fluorophenyl)-3-(methylcarbamoyl)pyrazolo[1,5-a]pyridin-5-yl trifluoromethanesulfonate), CC1=C(C=C(C(=O)NC2(CC2)C2=NC=CC=C2)C=C1)B1OC(C(O1)(C)C)(C)C (4-methyl-N-(1-(pyridin-2-yl)cyclopropyl)-3-(4,4,5,5-tetramethyl-1,3,2-dioxaborolan-2-yl)benzamide), tetrakistriphenylphosphine palladium, C([O-])([O-])=O.[Cs+].[Cs+] (cesium carbonate). Conditions: temperature 90 celsius. Reactants: BrCC1=CC(=NC=C1I)Cl (4-bromomethyl-2-chloro-5-iodo-pyridine), ClC=1C=CC(=C(C1)NC(C)=O)C=C (N-(5-chloro-2-vinyl-phenyl)-acetamide), C(C)(=O)N1CC2=C(C=CC3=C1C=CC=C3)N=C(C(=C2)F)Cl (6-Acetyl-2-chloro-3-fluoro-5,6-dihydro-pyrido[3,2-c][1]benzazocine). Product: C(C)(=O)N1CC2=C(C=CC3=C1C=C(C=C3)Cl)C=NC(=C2)Cl (6-Acetyl-3,8-dichloro-5,6-dihydropyrido[4,3-c][1]benzazocine). Reaction SMILES: Br[CH2:2][C:3]1[C:8](I)=[CH:7][N:6]=[C:5]([Cl:10])[CH:4]=1.[Cl:11][C:12]1[CH:13]=[CH:14][C:15]([CH:22]=[CH2:23])=[C:16]([NH:18][C:19](=[O:21])[CH3:20])[CH:17]=1.C(N1C2C=CC=CC=2C=CC2N=C(Cl)C(F)=CC=2C1)(=O)C>>[C:19]([N:18]1[C:16]2[CH:17]=[C:12]([Cl:11])[CH:13]=[CH:14][C:15]=2[CH:22]=[CH:23][C:8]2[CH:7]=[N:6][C:5]([Cl:10])=[CH:4][C:3]=2[CH2:2]1)(=[O:21])[CH3:20]. Procedure: The title compound was prepared from 25D and 6C in two steps by a route analogous to that used for the preparation of 1D. HPLC Rt=2.809 min; LCMS Found: (M+H)+=319.